From a dataset of the Open Reaction Database (ORD), a public repository of structured organic reaction records. describe an organic reaction: reactants, conditions, products, and yield Reaction SMILES: [CH3:14][N:15]1[CH:16]2[CH2:17][CH2:18][CH:19]1[CH2:20][CH:21]([OH:22])[CH2:23]2.[c:1]1([C:7]2([C:11](=[O:12])[Cl:13])[CH2:8][CH2:9][CH2:10]2)[cH:2][cH:3][cH:4][cH:5][cH:6]1>>[ClH:13].[c:1]1([C:7]2([C:11](=[O:12])[O:22][CH:21]3[CH2:20][CH:19]4[N:15]([CH3:14])[CH:16]([CH2:17][CH2:18]4)[CH2:23]3)[CH2:8][CH2:9][CH2:10]2)[cH:2][cH:3][cH:4][cH:5][cH:6]1. Yields the product Cl, CN1C2CCC1CC(OC(=O)C1(c3ccccc3)CCC1)C2. Reactants: CN1C2CCC1CC(O)C2, O=C(Cl)C1(c2ccccc2)CCC1. The reactants are C(C(C)(C)C)(=O)[O-].[Zn+2].C(C(C)(C)C)(=O)[O-] (Zinc Pivalate), BrC1=CC(=CC=C1)C(F)(F)F (1-Bromo-3-(trifluoromethyl)benzene), [Mg] (magnesium). Conditions: temperature 25 celsius, time 2 hour. Product: C(C(C)(C)C)(=O)[O-].FC(C=1C=C(C=CC1)[Zn+])(F)F (3-(Trifluoromethyl)phenylzinc pivalate), solid. Isolated yield 84.0%. As a reaction SMILES: [C:1]([O-:7])(=[O:6])[C:2]([CH3:5])([CH3:4])[CH3:3].[Zn+2:8].C([O-])(=O)C(C)(C)C.Br[C:17]1[CH:22]=[CH:21][CH:20]=[C:19]([C:23]([F:26])([F:25])[F:24])[CH:18]=1.[Mg]>>[C:1]([O-:7])(=[O:6])[C:2]([CH3:5])([CH3:4])[CH3:3].[F:24][C:23]([F:26])([F:25])[C:19]1[CH:18]=[C:17]([Zn+:8])[CH:22]=[CH:21][CH:20]=1 |f:0.1.2,5.6|. Procedure details: 2LiCl (2a prepared above; 2.64 g, 7.50 mmol) is placed in a 25 mL Schlenk-flask, dried for 5 min at 400° C. (heat gun) in high vacuum and then dissolved in dry THF (10.0 mL). 1-Bromo-3-(trifluoromethyl)benzene (3d; 1.13 g, 5.00 mmol) and magnesium-turnings (304 mg, 12.5 mmol) are added and the mixture was stirred for 2 h at 25° C. The solution is cannulated to a dry and argon-flushed 50 mL Schlenk-tube via syringe filter and the solvent is removed in vacuo. 3-(Trifluoromethyl)phenylzinc pivalate...